Dataset: the Open Reaction Database (ORD), a public repository of structured organic reaction records. Task: describe an organic reaction: reactants, conditions, products, and yield Starting materials: CC(C)(Oc1ccc(-c2nnn[nH]2)cc1)C(C1CCCCC1)n1c(-c2ccc(Cl)cc2)nc2cc(F)c(F)cc21, [Li+], C1COCCO1, [OH-], O, O. Product: O=C(O)C(C1CCCCC1)n1c(-c2ccc(Cl)cc2)nc2cc(F)c(F)cc21. RXN SMILES: [Cl:1][c:2]1[cH:3][cH:4][c:5](-[c:8]2[n:9][c:10]3[c:11]([n:12]2[CH:13]([C:14]([CH3:15])([O:16][c:17]2[cH:18][cH:19][c:20](-[c:21]4[nH:22][n:23][n:24][n:25]4)[cH:26][cH:27]2)[CH3:28])[CH:29]2[CH2:30][CH2:31][CH2:32][CH2:33][CH2:34]2)[cH:35][c:36]([F:40])[c:37]([F:39])[cH:38]3)[cH:6][cH:7]1.[Li+:43].[O:44]1[CH2:45][CH2:46][O:47][CH2:48][CH2:49]1.[OH-:42].[OH2:41].[OH2:50]>>[Cl:1][c:2]1[cH:3][cH:4][c:5](-[c:8]2[n:9][c:10]3[c:11]([n:12]2[CH:13]([C:14](=[O:16])[OH:41])[CH:29]2[CH2:30][CH2:31][CH2:32][CH2:33][CH2:34]2)[cH:35][c:36]([F:40])[c:37]([F:39])[cH:38]3)[cH:6][cH:7]1. Reactants: CC1=C(C=CC=C1C)C#C (2,3-dimethylphenylacetylene), BrC1=CC=C(CS)C=C1 (4-bromobenzyl mercaptan), [Na] (sodium). The product is CC1=C(\C=C/C(C2=CC=C(C=C2)Br)SC(C2=CC=C(C=C2)Br)\C=C/C2=C(C(=CC=C2)C)C)C=CC=C1C ((Z)-2,3-dimethylstyryl-4-bromobenzylsulfide). RXN SMILES: [CH3:1][C:2]1[C:7]([CH3:8])=[CH:6][CH:5]=[CH:4][C:3]=1[C:9]#[CH:10].[Br:11][C:12]1[CH:19]=[CH:18][C:15]([CH2:16][SH:17])=[CH:14][CH:13]=1.[Na]>>[CH3:1][C:2]1[C:7]([CH3:8])=[CH:6][CH:5]=[CH:4][C:3]=1/[CH:9]=[CH:10]\[CH:16]([S:17][CH:16](/[CH:10]=[CH:9]\[C:3]1[CH:4]=[CH:5][CH:6]=[C:7]([CH3:8])[C:2]=1[CH3:1])[C:15]1[CH:18]=[CH:19][C:12]([Br:11])=[CH:13][CH:14]=1)[C:15]1[CH:18]=[CH:19][C:12]([Br:11])=[CH:13][CH:14]=1 |^1:19|. Procedure: A solution of 2,3-dimethylphenylacetylene (0.02 mol), 4-bromobenzyl mercaptan (0.02 mol) and metallic sodium (0.02 g atom) is subjected to the General Procedure to form (Z)-2,3-dimethylstyryl-4-bromobenzylsulfide. The title compound is obtained following oxidation of the sulfide, according to the General Procedure. The reactants are CC(=O)c1ccc(C(=O)O)cc1, C[O-], CO, CN(C)C=O, Cl, [Li+], O, COc1cc(O)c(C=O)cc1-c1cccs1. The product is COc1cc(O)c(C=CC(=O)c2ccc(C(=O)O)cc2)cc1-c1cccs1. Reaction SMILES: [C:17]([CH3:18])(=[O:19])[c:20]1[cH:21][cH:22][c:23]([C:24](=[O:25])[OH:26])[cH:27][cH:28]1.[CH3:29][O-:30].[CH3:33][OH:34].[CH3:35][N:36]([CH3:37])[CH:38]=[O:39].[ClH:32].[Li+:31].[OH2:40].[OH:1][c:2]1[c:3]([CH:4]=[O:5])[cH:6][c:7](-[c:12]2[s:13][cH:14][cH:15][cH:16]2)[c:8]([O:10][CH3:11])[cH:9]1>>[OH:1][c:2]1[c:3]([CH:4]=[CH:18][C:17](=[O:19])[c:20]2[cH:21][cH:22][c:23]([C:24](=[O:25])[OH:26])[cH:27][cH:28]2)[cH:6][c:7](-[c:12]2[s:13][cH:14][cH:15][cH:16]2)[c:8]([O:10][CH3:11])[cH:9]1.